Dataset: the Open Reaction Database (ORD), a public repository of structured organic reaction records. Task: describe an organic reaction: reactants, conditions, products, and yield The reactants are FC1=CC=C(C=C1)SC1=C(C(=CC=C1)F)C=CCBr (1-[2-(4-fluorophenylthio)-6-fluorophenyl]3-bromoprop-1-ene), O1C(CCCC1)ON (O-tetrahydropyranylhydroxylamine), O (water), CCCCCC.C(C)(=O)OCC (hexane ethyl acetate). The solvent is CN(C)C=O (DMF), CN(C)C=O (DMF). Conditions: time 4 hour. Product: FC1=CC=C(C=C1)SC1=C(C(=CC=C1)F)C=CCNOC1OCCCC1 (N-[3-[2-(4-fluorophenylthio)-6-fluorophenyl]prop-2-enyl]-O-tetrahydropyranyl hydroxylamine). As a reaction SMILES: [O:1]1[CH2:6][CH2:5][CH2:4][CH2:3][CH:2]1[O:7][NH2:8].[F:9][C:10]1[CH:15]=[CH:14][C:13]([S:16][C:17]2[CH:22]=[CH:21][CH:20]=[C:19]([F:23])[C:18]=2[CH:24]=[CH:25][CH2:26]Br)=[CH:12][CH:11]=1.O.CCCCCC.C(OCC)(=O)C>CN(C=O)C>[F:9][C:10]1[CH:15]=[CH:14][C:13]([S:16][C:17]2[CH:22]=[CH:21][CH:20]=[C:19]([F:23])[C:18]=2[CH:24]=[CH:25][CH2:26][NH:8][O:7][CH:2]2[CH2:3][CH2:4][CH2:5][CH2:6][O:1]2)=[CH:12][CH:11]=1 |f:3.4|. Procedure details: O-tetrahydropyranylhydroxylamine (2.88 g, 24.6 mmol) is dissolved in 15 ml of dry DMF. A solution of 1-[2-(4-fluorophenylthio)-6-fluorophenyl]3-bromoprop-1-ene (2.80 g, 8.2 mmol) in 6 ml of DMF is added and the reaction is stirred for 4 hours at room temperature. The reaction mixture is poured into 200 ml of water and then extracted twice with diethyl ether. The extracts are washed three times with water and then with brine and dried over MgSO4 to afford the crude product. Chromatography on sili... Starting materials: ClCCl, CC(O)c1nc2ccc(F)cc2o1, O=[Cr](=O)([O-])Cl, c1cc[nH+]cc1. Product: CC(=O)c1nc2ccc(F)cc2o1. Reaction SMILES: [CH2:25]([Cl:26])[Cl:27].[F:1][c:2]1[cH:3][c:4]2[c:5]([n:6][c:7]([CH:9]([CH3:10])[OH:11])[o:8]2)[cH:12][cH:13]1.[O:14]=[Cr:15]([Cl:16])([O-:17])=[O:18].[nH+:19]1[cH:20][cH:21][cH:22][cH:23][cH:24]1>>[F:1][c:2]1[cH:3][c:4]2[c:5]([n:6][c:7]([C:9]([CH3:10])=[O:11])[o:8]2)[cH:12][cH:13]1.